Dataset: the Open Reaction Database (ORD), a public repository of structured organic reaction records. Task: describe an organic reaction: reactants, conditions, products, and yield Reactants: C1CCOC1, Cc1ccccc1, [H-], [Na+], CN(C)C=O, CCCC(O)CCc1ccc(F)c(F)c1F. Yields the product CCCC1CCc2ccc(F)c(F)c2O1. RXN SMILES: [CH2:3]1[O:4][CH2:5][CH2:6][CH2:7]1.[CH3:24][c:25]1[cH:26][cH:27][cH:28][cH:29][cH:30]1.[H-:1].[Na+:2].[O:31]=[CH:32][N:33]([CH3:34])[CH3:35].[OH:8][CH:9]([CH2:10][CH2:11][c:12]1[c:13]([F:20])[c:14]([F:19])[c:15]([F:18])[cH:16][cH:17]1)[CH2:21][CH2:22][CH3:23]>>[O:8]1[CH:9]([CH2:21][CH2:22][CH3:23])[CH2:10][CH2:11][c:12]2[c:13]1[c:14]([F:19])[c:15]([F:18])[cH:16][cH:17]2. Starting materials: OC1=CC=C2C=NN(C2=C1N(C)CCO)C[C@H](C)NC(OCC1=CC=CC=C1)=O (Benzyl (S)-2-[6-hydroxy-7-[(2-hydroxyethyl)methylamino]-1H-indazol-1-yl]-1-methylethylcarbamate), C1(=CC=CC=C1)P(C1=CC=CC=C1)C1=CC=CC=C1 (triphenylphospine), [Cl-].[NH4+] (ammonium chloride), N(=NC(=O)OCC)C(=O)OCC (diethyl azodicarboxylate). Run in O1CCCC1 (tetrahydrofuran). Run at time 2 hour. The product is CN1CCOC2=CC=C3C=NN(C3=C21)C[C@H](C)NC(OCC2=CC=CC=C2)=O (Benzyl (S)-2-(8,9-dihydro-9-methyl-7H-[1,4]oxazino[2,3-g]indazol-1-yl)-1-methylethylcarbamate). The yield is 89.8%. RXN SMILES: O[C:2]1[C:10]([N:11]([CH2:13][CH2:14][OH:15])[CH3:12])=[C:9]2[C:5]([CH:6]=[N:7][N:8]2[CH2:16][C@@H:17]([NH:19][C:20](=[O:29])[O:21][CH2:22][C:23]2[CH:28]=[CH:27][CH:26]=[CH:25][CH:24]=2)[CH3:18])=[CH:4][CH:3]=1.C1(P(C2C=CC=CC=2)C2C=CC=CC=2)C=CC=CC=1.N(C(OCC)=O)=NC(OCC)=O.[Cl-].[NH4+]>O1CCCC1>[CH3:12][N:11]1[C:10]2[C:2](=[CH:3][CH:4]=[C:5]3[C:9]=2[N:8]([CH2:16][C@@H:17]([NH:19][C:20](=[O:29])[O:21][CH2:22][C:23]2[CH:28]=[CH:27][CH:26]=[CH:25][CH:24]=2)[CH3:18])[N:7]=[CH:6]3)[O:15][CH2:14][CH2:13]1 |f:3.4|. Procedure details: To a stirred solution of the product from Step B (0.36 g, 0.82 mmol) in tetrahydrofuran (10 mL) at 0° C. was added triphenylphospine (0.26 g, 0.98 mmol) followed by diethyl azodicarboxylate (0.23 mL, 1.23 mmol). After 2 h, a saturated aqueous solution of ammonium chloride (30 mL) was added and the mixture was extracted with ethyl acetate (3×65 mL). The combined extracts were washed with brine (10 mL), dried (MgSO4), and evaporated to a residue which was purified by chromatography (silica, 30%-50... Starting materials: CC(C(=O)C1=CC=CC=C1)C(CC(=O)C1=CC(=CC=C1)C)=O (2-methyl-5-(3-methylphenyl)-1-phenyl-1,3,5-pentanetrione), FC1=C(N)C=CC=C1 (2-fluoroaniline), C1(=CC=C(C=C1)S(=O)(=O)O)C (para-toluenesulfonic acid), 5A. Run in C=1(C(=CC=CC1)C)C (xylene). The product is FC1=C(C=CC=C1)N1C(=C(C(C=C1C1=CC(=CC=C1)C)=O)C)C1=CC=CC=C1 (1-(2-fluorophenyl)-3-methyl-6-(3-methylphenyl)-2-phenyl-4-(1H)-pyridinone). The yield is 51.7%. As a reaction SMILES: [CH3:1][CH:2]([C:11](=[O:22])[CH2:12][C:13]([C:15]1[CH:20]=[CH:19][CH:18]=[C:17]([CH3:21])[CH:16]=1)=O)[C:3]([C:5]1[CH:10]=[CH:9][CH:8]=[CH:7][CH:6]=1)=O.[F:23][C:24]1[CH:30]=[CH:29][CH:28]=[CH:27][C:25]=1[NH2:26].C1(C)C=CC(S(O)(=O)=O)=CC=1>C1(C)C(C)=CC=CC=1>[F:23][C:24]1[CH:30]=[CH:29][CH:28]=[CH:27][C:25]=1[N:26]1[C:13]([C:15]2[CH:20]=[CH:19][CH:18]=[C:17]([CH3:21])[CH:16]=2)=[CH:12][C:11](=[O:22])[C:2]([CH3:1])=[C:3]1[C:5]1[CH:10]=[CH:9][CH:8]=[CH:7][CH:6]=1. Procedure: To 30 ml of xylene were added 2.0 g (0.0068 mole) of 2-methyl-5-(3-methylphenyl)-1-phenyl-1,3,5-pentanetrione, 7.6 g (0.068 mole) of 2-fluoroaniline, 2.0 g (0.012 mole) of para-toluenesulfonic acid and 14.0 g of Molecular Sieves 5A, followed by refluxing the resulting mixture for 1 hour. After cooling the reaction mixture, solid matter was filtered off and the filtrate was mixed with 100 ml of chloroform and then washed successively with 50 ml of 10% hydrochloric acid, 50 ml of a 10% aqueous sol... Reactants: FC(S(=O)(=O)OC1=CC=C(N2C=CC=C12)C(=O)OCC)(F)F (ethyl 8-(((trifluoromethyl)sulfonyl)oxy)indolizine-5-carboxylate), TEA, [SiH](CC)(CC)CC (Et3SiH), CN(C)C=O (DMF). Reagents/catalysts: C1=CC=C(C=C1)P([C-]2C=CC=C2)C3=CC=CC=C3.C1=CC=C(C=C1)P([C-]2C=CC=C2)C3=CC=CC=C3.Cl[Pd]Cl.[Fe+2] (Pd(dppf)2Cl2). Reaction conditions: temperature 60 celsius, time 8 hour. Product: C(=O)C1=CC=C(N2C=CC=C12)C(=O)OCC (ethyl 8-formylindolizine-5-carboxylate). The yield is 39.0%. As a reaction SMILES: FC(F)(F)S(O[C:7]1[C:15]2[N:11]([CH:12]=[CH:13][CH:14]=2)[C:10]([C:16]([O:18][CH2:19][CH3:20])=[O:17])=[CH:9][CH:8]=1)(=O)=O.[SiH](CC)(CC)CC.CN([CH:33]=[O:34])C>C1C=CC(P(C2C=CC=CC=2)[C-]2C=CC=C2)=CC=1.C1C=CC(P(C2C=CC=CC=2)[C-]2C=CC=C2)=CC=1.Cl[Pd]Cl.[Fe+2]>[CH:33]([C:7]1[C:15]2[N:11]([CH:12]=[CH:13][CH:14]=2)[C:10]([C:16]([O:18][CH2:19][CH3:20])=[O:17])=[CH:9][CH:8]=1)=[O:34] |f:3.4.5.6|. Procedure: To a solution of ethyl 8-(((trifluoromethyl)sulfonyl)oxy)indolizine-5-carboxylate (4 g, 11.87 mmol) in DMF (1200 mL) was added TEA (3.6 g, 35.61 mmol), Et3SiH (4.14 g, 35.61 mmol) and Pd(dppf)2Cl2 (0.9 g, 10 mol %) under N2. The reaction mixture was stirred at 60° C. under CO (50 psi) overnight. The mixture was concentrated and to the residue were added EA and water, washed with brine, dried and concentrated and purified by column to give product ethyl 8-formylindolizine-5-carboxylate (1 g, yiel... Starting materials: C1CCOC1, O=C=Nc1cccc(C(F)(F)F)c1, Nc1nccc(Oc2ccc3c(c2)CCCN3)n1. Product: Nc1nccc(Oc2ccc3c(c2)CCCN3C(=O)Nc2cccc(C(F)(F)F)c2)n1. Reaction SMILES: [CH2:32]1[O:33][CH2:34][CH2:35][CH2:36]1.[F:19][C:20]([c:21]1[cH:22][c:23]([N:27]=[C:28]=[O:29])[cH:24][cH:25][cH:26]1)([F:30])[F:31].[NH:1]1[CH2:2][CH2:3][CH2:4][c:5]2[cH:6][c:7]([O:11][c:12]3[n:13][c:14]([NH2:18])[n:15][cH:16][cH:17]3)[cH:8][cH:9][c:10]21>>[N:1]1([C:28]([NH:27][c:23]2[cH:22][c:21]([C:20]([F:19])([F:30])[F:31])[cH:26][cH:25][cH:24]2)=[O:29])[CH2:2][CH2:3][CH2:4][c:5]2[cH:6][c:7]([O:11][c:12]3[n:13][c:14]([NH2:18])[n:15][cH:16][cH:17]3)[cH:8][cH:9][c:10]21. Reactants: ClC=1C=C(C=CC1)C1=CC(N(C2=CC=C(C=C12)C(C1=CN=CN1C)(C1=CC=C(C=C1)CO)O)C)=O ((±)-4-(3-chlorophenyl)-6-[hydroxy[4-(hydroxymethyl)phenyl](1-methyl-1H-imidazol-5-yl)methyl]-1-methyl-2(1H)-quinolinone), S(=O)(Cl)Cl (thionyl chloride). Reaction conditions: time 2 hour. The product is ClCC1=CC=C(C=C1)C(C=1C=C2C(=CC(N(C2=CC1)C)=O)C1=CC(=CC=C1)Cl)(C1=CN=CN1C)O ((±)-6-[[4-(chloromethyl)phenyl]hydroxy(1-methyl-1H-imidazol-5-yl)methyl]-4(3-chlorophenyl)-1-methyl-2(1H)-quinolinone). The yield is 100.0%. Reaction SMILES: [Cl:1][C:2]1[CH:3]=[C:4]([C:8]2[C:17]3[C:12](=[CH:13][CH:14]=[C:15]([C:18]([OH:33])([C:25]4[CH:30]=[CH:29][C:28]([CH2:31]O)=[CH:27][CH:26]=4)[C:19]4[N:23]([CH3:24])[CH:22]=[N:21][CH:20]=4)[CH:16]=3)[N:11]([CH3:34])[C:10](=[O:35])[CH:9]=2)[CH:5]=[CH:6][CH:7]=1.S(Cl)([Cl:38])=O>>[Cl:38][CH2:31][C:28]1[CH:29]=[CH:30][C:25]([C:18]([OH:33])([C:19]2[N:23]([CH3:24])[CH:22]=[N:21][CH:20]=2)[C:15]2[CH:16]=[C:17]3[C:12](=[CH:13][CH:14]=2)[N:11]([CH3:34])[C:10](=[O:35])[CH:9]=[C:8]3[C:4]2[CH:5]=[CH:6][CH:7]=[C:2]([Cl:1])[CH:3]=2)=[CH:26][CH:27]=1. Reported procedure: A mixture of (±)-4-(3-chlorophenyl)-6-[hydroxy[4-(hydroxymethyl)phenyl](1-methyl-1H-imidazol-5yl)methyl]-1-methyl-2(1H)-quinolinone (described in Example B9) (0.000823 mol) in thionyl chloride (4 ml) was kept at room temperature for 2 hours. The solvent was evaporated till dryness. The residue was taken up in H2O. EtOAc was added. The mixture was basified with K2CO3 (10%) and extracted. The organic layer was separated, dried (MgSO4), filtered, and the solvent was evaporated, yielding 0.43 g (>10... The reactants are FC1=NC=CC=C1C1=CC=2C=3N(CCOC2C=N1)C=C(N3)C3=NC=NN3C(C)C (10-(2-fluoropyridin-3-yl)-2-(1-isopropyl-1H-1,2,4-triazol-5-yl)-5,6-dihydroimidazo[1,2-d]pyrido[4,3-f][1,4]oxazepine), COCCOC (1,2-Dimethoxyethane), Cl (HCl). Reaction conditions: temperature 80 celsius. Yields the product C(C)(C)N1N=CN=C1C=1N=C2N(CCOC3=C2C=C(N=C3)C=3C(NC=CC3)=O)C1 (3-(2-(1-isopropyl-1H-1,2,4-triazol-5-yl)-5,6-dihydroimidazo[1,2-d]pyrido[4,3-f][1,4]oxazepin-10-yl)pyridin-2(1H)-one). As a reaction SMILES: F[C:2]1[C:7]([C:8]2[N:18]=[CH:17][C:16]3[O:15][CH2:14][CH2:13][N:12]4[CH:19]=[C:20]([C:22]5[N:26]([CH:27]([CH3:29])[CH3:28])[N:25]=[CH:24][N:23]=5)[N:21]=[C:11]4[C:10]=3[CH:9]=2)=[CH:6][CH:5]=[CH:4][N:3]=1.C[O:31]CCOC.Cl>>[CH:27]([N:26]1[C:22]([C:20]2[N:21]=[C:11]3[C:10]4[CH:9]=[C:8]([C:7]5[C:2](=[O:31])[NH:3][CH:4]=[CH:5][CH:6]=5)[N:18]=[CH:17][C:16]=4[O:15][CH2:14][CH2:13][N:12]3[CH:19]=2)=[N:23][CH:24]=[N:25]1)([CH3:29])[CH3:28]. Procedure details: To a solution of 10-(2-fluoropyridin-3-yl)-2-(1-isopropyl-1H-1,2,4-triazol-5-yl)-5,6-dihydroimidazo[1,2-d]pyrido[4,3-f][1,4]oxazepine (0.087 g, 0.22 mmol) in 1,2-Dimethoxyethane (3.00 mL, 28.9 mmol) was added 10% aqueous HCl (3 mL). The reaction was allowed to stir and heat at 80° C. overnight. The reaction was allowed to cool to room temperature and concentrated under reduced pressure to give 269, analyzed by rHPLC. MS: (ESI+)=390.2. 1H NMR (500 MHz, DMSO) δ 9.76 (s, 1H), 8.45-8.39 (m, 2H), 8.0...